The task is: describe an organic reaction: reactants, conditions, products, and yield. This data is from the Open Reaction Database (ORD), a public repository of structured organic reaction records. The reactants are CC(C)(C)OC(=O)N1CCC(O)CC1, COc1cc([N+](=O)[O-])ccc1O, ClCCl, CCOC(=O)N=NC(=O)OCC, c1ccc(P(c2ccccc2)c2ccccc2)cc1. Yields the product COc1cc([N+](=O)[O-])ccc1OC1CCN(C(=O)OC(C)(C)C)CC1. Reaction SMILES: [C:1]([CH3:2])([CH3:3])([CH3:4])[O:5][C:6](=[O:7])[N:8]1[CH2:9][CH2:10][CH:11]([OH:14])[CH2:12][CH2:13]1.[CH3:15][O:16][c:17]1[c:18]([OH:26])[cH:19][cH:20][c:21]([N+:23](=[O:24])[O-:25])[cH:22]1.[Cl:58][CH2:59][Cl:60].[O:46]=[C:47]([O:48][CH2:49][CH3:50])[N:51]=[N:52][C:53]([O:54][CH2:55][CH3:56])=[O:57].[c:27]1([P:28]([c:29]2[cH:30][cH:31][cH:32][cH:33][cH:34]2)[c:35]2[cH:36][cH:37][cH:38][cH:39][cH:40]2)[cH:41][cH:42][cH:43][cH:44][cH:45]1>>[C:1]([CH3:2])([CH3:3])([CH3:4])[O:5][C:6](=[O:7])[N:8]1[CH2:9][CH2:10][CH:11]([O:14][c:18]2[c:17]([O:16][CH3:15])[cH:22][c:21]([N+:23](=[O:24])[O-:25])[cH:20][cH:19]2)[CH2:12][CH2:13]1. The reactants are BrC1=CC(=CC=2C=COC21)OC (7-bromo-5-methoxybenzofuran), C1(CCCCC1)P(C1=C(C=CC=C1)C1=C(C=CC=C1)N(C)C)C1CCCCC1 (2-dicyclohexylphosphino-2′-(N,N-dimethylamino)biphenyl), [Br-].C(C)OC(C[Zn+])=O (2-ethoxy-2-oxoethylzinc bromide). Reagents/catalysts: C=1C=CC(=CC1)/C=C/C(=O)/C=C/C2=CC=CC=C2.C=1C=CC(=CC1)/C=C/C(=O)/C=C/C2=CC=CC=C2.[Pd] (bis(dibenzylideneacetone)palladium). Solvent: O1CCCC1 (tetrahydrofuran), O1CCCC1 (tetrahydrofuran). Reaction conditions: temperature 55 celsius. Yields the product C(C)OC(CC1=CC(=CC=2C=COC21)OC)=O ((5-Methoxybenzofur-7-yl)acetic acid ethyl ester). RXN SMILES: Br[C:2]1[C:10]2[O:9][CH:8]=[CH:7][C:6]=2[CH:5]=[C:4]([O:11][CH3:12])[CH:3]=1.C1(P(C2CCCCC2)C2C=CC=CC=2C2C=CC=CC=2N(C)C)CCCCC1.[Br-].[CH2:42]([O:44][C:45](=[O:48])[CH2:46][Zn+])[CH3:43]>O1CCCC1.C1C=CC(/C=C/C(/C=C/C2C=CC=CC=2)=O)=CC=1.C1C=CC(/C=C/C(/C=C/C2C=CC=CC=2)=O)=CC=1.[Pd]>[CH2:42]([O:44][C:45](=[O:48])[CH2:46][C:2]1[C:10]2[O:9][CH:8]=[CH:7][C:6]=2[CH:5]=[C:4]([O:11][CH3:12])[CH:3]=1)[CH3:43] |f:2.3,5.6.7|. Procedure details: Dissolve 7-bromo-5-methoxybenzofuran (6.0 g, 26.43 mmol), bis(dibenzylideneacetone)palladium (1.32 g, 2.3 mmol) and 2-dicyclohexylphosphino-2′-(N,N-dimethylamino)biphenyl (2.7 g, 6.86 mmol) in anhydrous tetrahydrofuran (36 mL), add freshly prepared 2-ethoxy-2-oxoethylzinc bromide in tetrahydrofuran (66 mL). Heat at 50-60° C. for 5 h. Cool and filter mixture through celite and evaporate to a thick red-brown oil (30 g). Purify by flash chromatography using a gradient of ethyl acetate in hexanes yi... Starting materials: C(C1=CC=CC=C1)OC(=O)NC(=N)C1=CC=C(C=C1)NC(CCCN1C(C(N(CC1)CC(=O)OC(C)(C)C)=O)=O)=O (tert-butyl [4-[4-(4-benzyloxycarbonylamidinophenylamino)-4-oxobutyl]-2,3-dioxopiperazin-1-yl]acetate), FC(C(=O)O)(F)F (trifluoroacetic acid). The solvent is C(Cl)Cl (methylene chloride). Run at time 12 hour. Product: C(N)(=N)C1=CC=C(C=C1)NC(CCCN1C(C(N(CC1)CC(=O)O)=O)=O)=O ([4-[4-(4-amidinophenylamino)-4-oxobutyl]-2,3-dioxopiperazin-1yl]acetic acid). Isolated yield 43.1%. Reaction SMILES: C(OC([NH:11][C:12]([C:14]1[CH:19]=[CH:18][C:17]([NH:20][C:21](=[O:41])[CH2:22][CH2:23][CH2:24][N:25]2[CH2:30][CH2:29][N:28]([CH2:31][C:32]([O:34]C(C)(C)C)=[O:33])[C:27](=[O:39])[C:26]2=[O:40])=[CH:16][CH:15]=1)=[NH:13])=O)C1C=CC=CC=1.FC(F)(F)C(O)=O>C(Cl)Cl>[C:12]([C:14]1[CH:15]=[CH:16][C:17]([NH:20][C:21](=[O:41])[CH2:22][CH2:23][CH2:24][N:25]2[CH2:30][CH2:29][N:28]([CH2:31][C:32]([OH:34])=[O:33])[C:27](=[O:39])[C:26]2=[O:40])=[CH:18][CH:19]=1)(=[NH:11])[NH2:13]. Reported procedure: To a solution of 0.28 g of tert-butyl [4-[4-(4-benzyloxycarbonylamidinophenylamino)-4-oxobutyl]-2,3-dioxopiperazin-1-yl]acetate in 2.8 ml of methylene chloride was added 1.4 ml of trifluoroacetic acid, and the resulting mixture was stirred at room temperature for 12 hours and then distilled under reduced pressure to remove the solvent. To the resulting residue were added 0.08 g of 5% palladium-carbon and 5.6 ml of N,N-dimethylformamide, followed by hydrogenation at ordinary temperature and atmos... Run at time 8 hour. The reactants are COC=1C=C2CCC(C2=CC1OC)=O (5,6-dimethoxyindan-1-one), Compound 3a, ClC=1C=C(C=C(C1)Cl)N=C=S (3,5-dichlorophenyl isothiocyanate), Compound 3b, NN (Hydrazine), C[Si]([Si](C)(C)C)(C)C.[Li] (lithium hexamethyldisilane). Run in C1CCOC1 (THF), C(C)(=O)O (acetic acid), C(C)(=O)OCC (ethyl acetate). Procedure details: A mixture of 5,6-dimethoxyindan-1-one, Compound 3a, (4 g, 0.021 mole), 3,5-dichlorophenyl isothiocyanate, Compound 3b, (4.45 g, 0.022 mole) and THF (30 mL) was added to lithium hexamethyldisilane (26.9 mL, 0.269 mole) dropwise at room temperature with stirring. Hydrazine (1.04 mL, 0.032 mole) and acetic acid (1.65 mL) were added to the reaction mixture, which was then stirred at room temperature for 12 hrs. The reaction continued at 75° C. overnight. The resulting organics were first diluted wit... Yields the product ClC=1C=C(C=C(C1)Cl)NC1=C2C(=NN1)C1=CC(=C(C=C1C2)OC)OC ((3,5-Dichloro-phenyl)-(6,7-dimethoxy-2,4-dihydro-indeno[1,2-c]pyrazol-3-yl)-amine). As a reaction SMILES: [CH3:1][O:2][C:3]1[CH:4]=[C:5]2[C:9](=[CH:10][C:11]=1[O:12][CH3:13])[C:8](=O)[CH2:7][CH2:6]2.[Cl:15][C:16]1[CH:17]=[C:18]([N:23]=[C:24]=S)[CH:19]=[C:20]([Cl:22])[CH:21]=1.C[Si](C)(C)[Si](C)(C)C.[Li].[NH2:35][NH2:36]>C(OCC)(=O)C.C(O)(=O)C.C1COCC1>[Cl:15][C:16]1[CH:17]=[C:18]([NH:23][C:24]2[NH:36][N:35]=[C:8]3[C:9]4[C:5]([CH2:6][C:7]=23)=[CH:4][C:3]([O:2][CH3:1])=[C:11]([O:12][CH3:13])[CH:10]=4)[CH:19]=[C:20]([Cl:22])[CH:21]=1 |f:2.3,^1:33|. The reactants are C(C)OC=1C(=CC2=C(C=CC(O2)=O)C1)OCCCOS(=O)(=O)C (6-ethoxy-7-[3-(methanesulfonyloxy)-propoxy]-2H-1-benzopyran-2-one), C(\C=C\C(=O)[O-])(=O)[O-] (Fumarate), C1(=CC=CC=C1)N1CCNCC1 (1-phenylpiperazine), C(C)(C)O (isopropanol). The solvent is CC(=O)C (acetone), C(C)O (ethanol). Yields the product C(C)OC=1C(=CC2=C(C=CC(O2)=O)C1)OCCCN1CCN(CC1)C1=CC=CC=C1 (6-ethoxy-7-[3-(4-phenyl-1-piperazinyl)propoxy]-2H-1-benzopyran-2-one). Isolated yield 76.0%. Reaction SMILES: [CH2:1]([O:3][C:4]1[C:5]([O:15][CH2:16][CH2:17][CH2:18]OS(C)(=O)=O)=[CH:6][C:7]2[O:12][C:11](=[O:13])[CH:10]=[CH:9][C:8]=2[CH:14]=1)[CH3:2].[C:24]1([N:30]2[CH2:35][CH2:34][NH:33][CH2:32][CH2:31]2)[CH:29]=[CH:28][CH:27]=[CH:26][CH:25]=1.C(O)(C)C.C([O-])(=O)/C=C/C([O-])=O>CC(C)=O.C(O)C>[CH2:1]([O:3][C:4]1[C:5]([O:15][CH2:16][CH2:17][CH2:18][N:33]2[CH2:34][CH2:35][N:30]([C:24]3[CH:29]=[CH:28][CH:27]=[CH:26][CH:25]=3)[CH2:31][CH2:32]2)=[CH:6][C:7]2[O:12][C:11](=[O:13])[CH:10]=[CH:9][C:8]=2[CH:14]=1)[CH3:2]. Procedure: Method B (40 h at 50° C.); starting materials: 6-ethoxy-7-[3-(methanesulfonyloxy)-propoxy]-2H-1-benzopyran-2-one (see example 71) and 1-phenylpiperazine; yield 76%; fusion point 116° to 117° C. (from isopropanol). Fumarate: method E; yield 94%; fusion point 185° to 187° C. (from ethanol and acetone). The reactants are NC1=C(C(=NC=C1)OCCCC)C1=C(C(=O)N(C(C)C)C(C)C)C=CC(=C1)Br (2-(4-amino-2-butoxypyridin-3-yl)-4-bromo-N,N-diisopropylbenzamide), C[Si](C)(C)[N-][Si](C)(C)C.[Na+] (sodium bis(trimethylsilyl)amide). The solvent is C1CCOC1 (THF). Run at time 2 hour. Yields the product BrC1=CC2=C(C(=NC3=CC=NC(=C23)OCCCC)O)C=C1 (9-bromo-1-butoxybenzo[c]-1,6-naphthyridin-6-ol). RXN SMILES: N[C:2]1[CH:7]=[CH:6][N:5]=[C:4]([O:8][CH2:9][CH2:10][CH2:11][CH3:12])[C:3]=1[C:13]1[CH:27]=[C:26]([Br:28])[CH:25]=[CH:24][C:14]=1[C:15]([N:17](C(C)C)C(C)C)=[O:16].C[Si]([N-][Si](C)(C)C)(C)C.[Na+]>C1COCC1>[Br:28][C:26]1[CH:25]=[CH:24][C:14]2[C:15]([OH:16])=[N:17][C:2]3[C:3]([C:13]=2[CH:27]=1)=[C:4]([O:8][CH2:9][CH2:10][CH2:11][CH3:12])[N:5]=[CH:6][CH:7]=3 |f:1.2|. Reported procedure: To a solution of 2-(4-amino-2-butoxypyridin-3-yl)-4-bromo-N,N-diisopropylbenzamide (8.5 g, 19.0 mmol) in THF (135 mL) was added sodium bis(trimethylsilyl)amide (38 mL, 38 mmol, 1.0 M in THF) dropwise at 0° C. under nitrogen. The solution was allowed to stir for 2 hr then quenched with water. The solid precipitate was filtered, collected, and dried under vacuum to afford 9-bromo-1-butoxybenzo[c]-1,6-naphthyridin-6-ol as a white solid. 1H NMR (600 MHz, CD6SO) δ 9.22 (s, 1H), 8.2 (d, 1H), 8.05 (d, ... The reactants are CC=1C(=NC=C(C1)[N+](=O)[O-])O (3-methyl-5-nitropyridin-2-ol), [OH-].[Na+] (NaOH), P(Br)(Br)Br (phosphorous tribromide), Teflon. Run in C1(=CC=CC=C1)C.CN(C)C=O (toluene DMF). Run at temperature 120 celsius, time 20 minute. Product: BrC1=NC=C(C=C1C)[N+](=O)[O-] (2-bromo-3-methyl-5-nitropyridine). Isolated yield 98.7%. Reaction SMILES: [CH3:1][C:2]1[C:3](O)=[N:4][CH:5]=[C:6]([N+:8]([O-:10])=[O:9])[CH:7]=1.P(Br)(Br)[Br:13].[OH-].[Na+]>C1(C)C=CC=CC=1.CN(C=O)C>[Br:13][C:3]1[C:2]([CH3:1])=[CH:7][C:6]([N+:8]([O-:10])=[O:9])=[CH:5][N:4]=1 |f:2.3,4.5|. Procedure: A sample of 3-methyl-5-nitropyridin-2-ol (1.44 g, 9.34 mmol) was placed in 35 mL pressure vessel and dissolved in a mixture of toluene/DMF (10:1 ratio; 15 mL). The vessel was capped with a septum, flushed with Argon and phosphorous tribromide (1.32 mL, 14.0 mmol) was added by syringe. The septum cap was replaced by a Teflon cap and the mixture was stirred for 20 min at 120° C. The mixture was cooled to room temperature, neutralized with a 3M NaOH solution and extracted with toluene (3×). The com... As a reaction SMILES: [C:1]([O:2][CH:5]([CH:6]1[CH2:7][CH2:8][c:9]2[n:10]([c:11]3[cH:12][cH:13][cH:14][cH:15][c:16]3[c:17]2[CH2:18][CH3:19])[C:20]1=[O:21])[c:22]1[n:23][cH:24][n:25]([C:28]([c:29]2[cH:30][cH:31][cH:32][cH:33][cH:34]2)([c:35]2[cH:36][cH:37][cH:38][cH:39][cH:40]2)[c:41]2[cH:42][cH:43][cH:44][cH:45][cH:46]2)[c:26]1[CH3:27])(=[O:3])[CH3:4].[CH3:58][c:59]1[cH:60][cH:61][cH:62][cH:63][cH:64]1.[N:47]12[CH2:48][CH2:49][CH2:50][N:51]=[C:52]1[CH2:53][CH2:54][CH2:55][CH2:56][CH2:57]2.[OH2:65]>>[CH:5](=[C:6]1[CH2:7][CH2:8][c:9]2[n:10]([c:11]3[cH:12][cH:13][cH:14][cH:15][c:16]3[c:17]2[CH2:18][CH3:19])[C:20]1=[O:21])[c:22]1[n:23][cH:24][n:25]([C:28]([c:29]2[cH:30][cH:31][cH:32][cH:33][cH:34]2)([c:35]2[cH:36][cH:37][cH:38][cH:39][cH:40]2)[c:41]2[cH:42][cH:43][cH:44][cH:45][cH:46]2)[c:26]1[CH3:27]. Yields the product CCc1c2n(c3ccccc13)C(=O)C(=Cc1ncn(C(c3ccccc3)(c3ccccc3)c3ccccc3)c1C)CC2. The reactants are CCc1c2n(c3ccccc13)C(=O)C(C(OC(C)=O)c1ncn(C(c3ccccc3)(c3ccccc3)c3ccccc3)c1C)CC2, Cc1ccccc1, C1CCC2=NCCCN2CC1, O. The reactants are C1CCC2=NCCCN2CC1 (DBU), C1=CC=CC=2C3=CC=CC=C3C(C12)COC(=O)N[C@H](C(=O)O)CCCCNC(=O)OCC1=CC=C(C=C1)N=[N+]=[N-] ((S)-2-((((9H-fluoren-9-yl)methoxy)carbonyl)amino)-6-((((4-azidobenzyl)oxy)carbonyl)amino)hexanoic acid). The solvent is CN(C)C=O (DMF). Conditions: time 20 minute. Product: N[C@H](C(=O)O)CCCCNC(=O)OCC1=CC=C(C=C1)N=[N+]=[N-] ((S)-2-amino-6-((((4-azidobenzyl)oxy)carbonyl)amino)hexanoic acid). Yield: 80.6%. Reaction SMILES: C1CCN2C(=NCCC2)CC1.C1C2C(COC([NH:29][C@@H:30]([CH2:34][CH2:35][CH2:36][CH2:37][NH:38][C:39]([O:41][CH2:42][C:43]3[CH:48]=[CH:47][C:46]([N:49]=[N+:50]=[N-:51])=[CH:45][CH:44]=3)=[O:40])[C:31]([OH:33])=[O:32])=O)C3C(=CC=CC=3)C=2C=CC=1>CN(C=O)C>[NH2:29][C@@H:30]([CH2:34][CH2:35][CH2:36][CH2:37][NH:38][C:39]([O:41][CH2:42][C:43]1[CH:44]=[CH:45][C:46]([N:49]=[N+:50]=[N-:51])=[CH:47][CH:48]=1)=[O:40])[C:31]([OH:33])=[O:32]. Procedure details: DBU (0.064 mL, 0.425 mmol) was added to a solution of (S)-2-((((9H-fluoren-9-yl)methoxy)carbonyl)amino)-6-((((4-azidobenzyl)oxy)carbonyl)amino)hexanoic acid (Compound SP661) (210 mg, 0.386 mmol) in DMF (0.7 mL) at room temperature under a nitrogen atmosphere. The resulting reaction mixture was stirred at the same temperature for 20 minutes and then purified by reverse-phase silica gel column chromatography (0.05% aqueous trifluoroacetic acid solution/0.05% trifluoroacetic acid-acetonitrile solut...